Task: describe an organic reaction: reactants, conditions, products, and yield. Dataset: the Open Reaction Database (ORD), a public repository of structured organic reaction records Reactants: C(CCC)(=O)C=1C=NC2=C(C=CC=C2C1NC1=C(C=C(C=C1)C)C)OCCSC (3-butyryl-4-(2,4-dimethylphenylamino)-8-(2-methylthioethoxy)quinoline), C(Cl)Cl (methylene chloride), Cl[O-].[Na+] (sodium hypochlorite), O (Water), Cl[O-].[Na+] (sodium hypochlorite). Run at time 2 hour. Product: C(C)(C)OC(C)C (isopropyl ether), C(CCC)(=O)C=1C=NC2=C(C=CC=C2C1NC1=C(C=C(C=C1)C)C)OCCS(=O)C (3-butyryl-4-(2,4-dimethylphenylamino)-8-(2-methylsulfinylethoxy)quinoline). The yield is 91.0%. Reaction SMILES: [C:1]([C:6]1[CH:7]=[N:8][C:9]2[C:14]([C:15]=1[NH:16][C:17]1[CH:22]=[CH:21][C:20]([CH3:23])=[CH:19][C:18]=1[CH3:24])=[CH:13][CH:12]=[CH:11][C:10]=2[O:25][CH2:26][CH2:27][S:28][CH3:29])(=[O:5])[CH2:2][CH2:3][CH3:4].[OH2:30].Cl[O-].[Na+].[CH2:34](Cl)Cl>>[CH:26]([O:25][CH:10]([CH3:9])[CH3:11])([CH3:27])[CH3:34].[C:1]([C:6]1[CH:7]=[N:8][C:9]2[C:14]([C:15]=1[NH:16][C:17]1[CH:22]=[CH:21][C:20]([CH3:23])=[CH:19][C:18]=1[CH3:24])=[CH:13][CH:12]=[CH:11][C:10]=2[O:25][CH2:26][CH2:27][S:28]([CH3:29])=[O:30])(=[O:5])[CH2:2][CH2:3][CH3:4] |f:2.3|. Reported procedure: 3-butyryl-4-(2,4-dimethylphenylamino)-8-(2-methylthioethoxy)quinoline (0.34 g, 0.83 mmol) was dissolved in methylene chloride (4 ml). Water (2 ml) and sodium hypochlorite (5% in water) (1.39 ml) were added and the mixture was stirred for 2 h. Another portion of sodium hypochlorite (0.5 ml) was added and the stirring was continued for 2 h. The organic layer was dried over sodium sulfate and evaporated. Trituration with isopropyl ether gave 0.32 g (91%) of the title compound. The reactants are COc1ccc2cc(C(C)=O)ccc2c1, CC(=O)O, O=[N+]([O-])c1ccccc1. Yields the product COc1ccc2ccccc2c1. As a reaction SMILES: [C:1](=[O:2])([CH3:3])[c:4]1[cH:5][c:6]2[cH:7][cH:8][c:9]([O:14][CH3:15])[cH:10][c:11]2[cH:12][cH:13]1.[CH3:16][C:17](=[O:18])[OH:19].[O-:20][N+:21]([c:22]1[cH:23][cH:24][cH:25][cH:26][cH:27]1)=[O:28]>>[cH:4]1[cH:5][c:6]2[cH:7][cH:8][c:9]([O:14][CH3:15])[cH:10][c:11]2[cH:12][cH:13]1. Reactants: N1(CCOCC1)CC=1C=C(OCCCN)C=CC1 (3-[3-(4-morpholinylmethyl)phenoxy]1-propanamine), BrC1=NN=C(S1)N (5-bromo-1,3,4-thiadiazole-2-amine). The product is N1(CCOCC1)CC=1C=C(OCCCNC=2SC(=NN2)N)C=CC1 (N-[3-[3-(4-Morpholinylmethyl)phenoxy]propyl]-1,3,4-thiadiazole-2.5-diamine). RXN SMILES: [N:1]1([CH2:7][C:8]2[CH:9]=[C:10]([CH:16]=[CH:17][CH:18]=2)[O:11][CH2:12][CH2:13][CH2:14][NH2:15])[CH2:6][CH2:5][O:4][CH2:3][CH2:2]1.Br[C:20]1[S:24][C:23]([NH2:25])=[N:22][N:21]=1>>[N:1]1([CH2:7][C:8]2[CH:9]=[C:10]([CH:16]=[CH:17][CH:18]=2)[O:11][CH2:12][CH2:13][CH2:14][NH:15][C:20]2[S:24][C:23]([NH2:25])=[N:22][N:21]=2)[CH2:2][CH2:3][O:4][CH2:5][CH2:6]1. Reported procedure: The compound is prepared by a method analogous to that of Example 51 from 3-[3-(4-morpholinylmethyl)phenoxy]1-propanamine and 5-bromo-1,3,4-thiadiazole-2-amine. Starting materials: ClC=1C=C(C(=O)Cl)C=CC1 (3-chlorobenzoyl chloride), [C-]#N.[Na+] (sodium cyanide). The reagents and catalysts are [Cu]C#N (copper(I) cyanide). Run at temperature 220 celsius. The product is ClC=1C=C(C(=O)C#N)C=CC1 (3-chlorobenzoyl cyanide). Isolated yield 96.5%. RXN SMILES: [Cl:1][C:2]1[CH:3]=[C:4]([CH:8]=[CH:9][CH:10]=1)[C:5](Cl)=[O:6].[C-:11]#[N:12].[Na+]>[Cu]C#N>[Cl:1][C:2]1[CH:3]=[C:4]([CH:8]=[CH:9][CH:10]=1)[C:5]([C:11]#[N:12])=[O:6] |f:1.2|. Procedure: 175 g (1 mol) of 3-chlorobenzoyl chloride, 48.5 g (0.97 mol) of sodium cyanide and 2.7 g of copper(I) cyanide were mixed in a three-necked flask and the mixture was warmed to 220° C. in the course of 90 minutes, whilst stirring. the reaction product was removed from the sodium chloride by applying a vacuum. Fractional distillation gave 155 g (94% of theory) of 3-chlorobenzoyl cyanide; boiling point: 112°-115° C. at 12 mm Hg. Reaction SMILES: [Cl:1][C:2]1[CH:3]=[C:4]([N:9]2[C:13](=[O:14])[C:12]([CH:15]([CH3:18])[CH2:16][CH3:17])=[C:11]([Cl:19])[NH:10]2)[CH:5]=[C:6]([Cl:8])[CH:7]=1.C(=O)([O-])[O-:21].[K+].[K+].ClC1C=CC=C(C(OO)=O)C=1>>[Cl:1][C:2]1[CH:3]=[C:4]([N:9]2[C:13](=[O:14])[C:12]([OH:21])([CH:15]([CH3:18])[CH2:16][CH3:17])[C:11]([Cl:19])=[N:10]2)[CH:5]=[C:6]([Cl:8])[CH:7]=1 |f:1.2.3|. Procedure details: 0.7 g of 1-(3,5-dichlorophenyl)-3-chloro-4-(1-methylpropyl)-5-pyrazolone and 0.7 g of potassium carbonate were cooled to -20° C. and 0.7 g of 75% m-chloroperbenzoic acid were added all at once. The procedure of Example 46 was followed to obtain 0.34 g of 1-(3,5-dichlorophenyl)-3-chloro-4-hydroxy-4-(1-methylpropyl)-5-pyrazolone used as is for the next step. Yield: 46.3%. The product is ClC=1C=C(C=C(C1)Cl)N1N=C(C(C1=O)(C(CC)C)O)Cl (1-(3,5-dichlorophenyl)-3-chloro-4-hydroxy-4-(1-methylpropyl)-5-pyrazolone). The reactants are ClC=1C=C(C=C(C1)Cl)N1NC(=C(C1=O)C(CC)C)Cl (1-(3,5-dichlorophenyl)-3-chloro-4-(1-methylpropyl)-5-pyrazolone), C([O-])([O-])=O.[K+].[K+] (potassium carbonate), ClC1=CC(=CC=C1)C(=O)OO (m-chloroperbenzoic acid). Reactants: COC(CCCN1[C@@H](CCC1)COC1=CC=C(C=C1)CC1=CC=C(C=C1)C1=CSC=C1)=O (4-{(S)-2-[4-(4-Thiophen-3-yl-benzyl)-phenoxymethyl]-pyrrolidin-1-yl}-butyric acid methyl ester), [OH-].[Na+] (NaOH). Run in CO (methanol). Conditions: temperature 58 celsius, time 5.5 hour. Product: [Na+].S1C=C(C=C1)C1=CC=C(CC2=CC=C(OC[C@H]3N(CCC3)CCCC(=O)[O-])C=C2)C=C1 (4-{(S)-2-[4-(4-Thiophen-3-yl-benzyl)-phenoxymethyl]-pyrrolidin-1-yl}-butyric acid sodium salt). The yield is 68.0%. As a reaction SMILES: C[O:2][C:3](=[O:32])[CH2:4][CH2:5][CH2:6][N:7]1[CH2:11][CH2:10][CH2:9][C@H:8]1[CH2:12][O:13][C:14]1[CH:19]=[CH:18][C:17]([CH2:20][C:21]2[CH:26]=[CH:25][C:24]([C:27]3[CH:31]=[CH:30][S:29][CH:28]=3)=[CH:23][CH:22]=2)=[CH:16][CH:15]=1.[OH-].[Na+:34]>CO>[Na+:34].[S:29]1[CH:30]=[CH:31][C:27]([C:24]2[CH:23]=[CH:22][C:21]([CH2:20][C:17]3[CH:18]=[CH:19][C:14]([O:13][CH2:12][C@@H:8]4[CH2:9][CH2:10][CH2:11][N:7]4[CH2:6][CH2:5][CH2:4][C:3]([O-:32])=[O:2])=[CH:15][CH:16]=3)=[CH:26][CH:25]=2)=[CH:28]1 |f:1.2,4.5|. Procedure: To the product from step 1 (128 mg, 0.29 mmol) in methanol (5 mL) was added 1N NaOH (0.30 mL). The resulting solution was stirred at 58° C. for 5.5 h. The reaction mixture was concentrated in vacuo. The subsequent powder was washed with ether to afford the title compound (85 mg, 68%); LCMS; m/z: 436.9 (M+1); +H NMR (400 MHz, DMSO-d6); δ 1.54-1.68 (m, 5H), 1.82-1.90 (m, 3H), 2.15-2.26 (m, 2H), 2.70-2.74 (m, 2H), 3.00-3.02 (m, 1H), 3.63-3.67 (m, 1H), 3.87-3.90 (m, 3H), 6.84 (d, J=8.8 Hz, 2H), 7.13... Starting materials: CN1C=NC=C1C(C1=CSC=C1)=NOCC1=CC=CC(=N1)N1C(C2=CC=CC=C2C1=O)=O (2-{6-[({[(1-methyl-1H-imidazol-5-yl)(3-thienyl)methylene]amino}oxy)-methyl]pyridin-2-yl}-1H-isoindole-1,3(2H)-dione), O.NN (hydrazine hydrate). The solvent is O1CCCC1 (tetrahydrofuran). Reaction conditions: time 30 hour. Yields the product CN1C=NC=C1C(C1=CSC=C1)=NOCC1=CC=CC(=N1)N (6-[({[(1-methyl-1H-imidazol-5-yl)(3-thienyl)methylene]amino}oxy)methyl]pyridin-2-amine). The yield is 63.0%. Reaction SMILES: [CH3:1][N:2]1[C:6]([C:7](=[N:13][O:14][CH2:15][C:16]2[N:21]=[C:20]([N:22]3C(=O)C4C(=CC=CC=4)C3=O)[CH:19]=[CH:18][CH:17]=2)[C:8]2[CH:12]=[CH:11][S:10][CH:9]=2)=[CH:5][N:4]=[CH:3]1.O.NN>O1CCCC1>[CH3:1][N:2]1[C:6]([C:7](=[N:13][O:14][CH2:15][C:16]2[N:21]=[C:20]([NH2:22])[CH:19]=[CH:18][CH:17]=2)[C:8]2[CH:12]=[CH:11][S:10][CH:9]=2)=[CH:5][N:4]=[CH:3]1 |f:1.2|. Reported procedure: To a solution of 2-{6-[({[(1-methyl-1H-imidazol-5-yl)(3-thienyl)methylene]amino}oxy)-methyl]pyridin-2-yl}-1H-isoindole-1,3(2H)-dione (6.80 g, 15.3 mmol) in tetrahydrofuran (30 mL) was added dropwise hydrazine hydrate (3.72 mL, 76.7 mmol). After stirring at room temperature for 30 h, the reaction mixture was filtered, the insolubles washed with ethyl acetate, and the filtrate concentrated in vacuo. Purification on silica gel afforded 6-[({[(1-methyl-1H-imidazol-5-yl)(3-thienyl)methylene]amino}oxy... Starting materials: C[O-].[Na+] (Sodium methoxide), Cl.N1=CC=C(C=C1)CCl (4-Picolyl chloride hydrochloride), SCC(=O)OC (methyl 2-mercaptoacetate). Solvent: CO (methanol), CO (methanol), CO (methanol). Reaction conditions: time 14 hour. Product: N1=CC=C(C=C1)CSCC(=O)OC (Methyl 2-(4-picolylthio)acetate). As a reaction SMILES: C[O-].[Na+].Cl.[N:5]1[CH:10]=[CH:9][C:8]([CH2:11]Cl)=[CH:7][CH:6]=1.[SH:13][CH2:14][C:15]([O:17][CH3:18])=[O:16]>CO>[N:5]1[CH:10]=[CH:9][C:8]([CH2:11][S:13][CH2:14][C:15]([O:17][CH3:18])=[O:16])=[CH:7][CH:6]=1 |f:0.1,2.3|. Procedure details: Sodium methoxide (2.16 g., 40 mmoles) is dissolved in 24 ml. of methanol, stirring under nitrogen, and the solution cooled in an ice bath. 4-Picolyl chloride hydrochloride (3.38 g., 20 mmoles), finely divided and suspended in approximately 20 ml. of methanol, is added dropwise over approximately 15 minutes. A solution of methyl 2-mercaptoacetate (2.12 g., 20 mmoles) in 4 ml. of methanol is then added over approximately 5 minutes. The reaction mixture is warmed slowly and left to stir under nitro... The reactants are BrCCCCC1=CC=C(C=C1)OC (1-(4-bromobutyl)-4-methoxybenzene), C(CCCCCC)N1C(=NC(=C1C)C)C (1-heptyl-2,4,5-trimethyl-1H-imidazole). Solvent: O (water). Conditions: temperature 125 celsius. Yields the product [Br-].C(CCCCCC)[N+]1=C(N(C(=C1C)C)CCCCC1=CC=C(C=C1)OC)C (1-Heptyl-3-[4-(4-methoxyphenyl)butyl]-2,4,5-trimethylimidazolium bromide). Reaction SMILES: [Br:1][CH2:2][CH2:3][CH2:4][CH2:5][C:6]1[CH:11]=[CH:10][C:9]([O:12][CH3:13])=[CH:8][CH:7]=1.[CH2:14]([N:21]1[C:25]([CH3:26])=[C:24]([CH3:27])[N:23]=[C:22]1[CH3:28])[CH2:15][CH2:16][CH2:17][CH2:18][CH2:19][CH3:20]>O>[Br-:1].[CH2:14]([N+:21]1[C:25]([CH3:26])=[C:24]([CH3:27])[N:23]([CH2:2][CH2:3][CH2:4][CH2:5][C:6]2[CH:11]=[CH:10][C:9]([O:12][CH3:13])=[CH:8][CH:7]=2)[C:22]=1[CH3:28])[CH2:15][CH2:16][CH2:17][CH2:18][CH2:19][CH3:20] |f:3.4|. Reported procedure: Add 3.23 g (0.0133 mole) of 1-(4-bromobutyl)-4-methoxybenzene to 2.77 g (0.0133 mole) of 1-heptyl-2,4,5-trimethyl-1H-imidazole and heat at 125° C. for two hours. Follow the progress of the reaction by thin-layer chromatography on silica gel (methanol: 1M sodium chloride, 95:5). At the completion of the reaction, the cooled reaction mixture in 100 ml water and then wash with 100 ml cyclohexane. Extract aqueous layer with 150 ml methylenechloride and evaporate to provide the title compound.